This data is from the Open Reaction Database (ORD), a public repository of structured organic reaction records. The task is: describe an organic reaction: reactants, conditions, products, and yield Reactants: [OH-].[Na+] (NaOH), BrC=1C=C(C=CC1)[C@@H](C)NC(OC(C)(C)C)=O ((R)-tert-Butyl 1-(3-bromophenyl)ethylcarbamate), CC1(OB(OC1(C)C)C=1C=NN(C1)C(=O)OC(C)(C)C)C (tert-butyl 4-(4,4,5,5-tetramethyl-1,3,2-dioxaborolan-2-yl)-1H-pyrazole-1-carboxylate), C([O-])([O-])=O.[K+].[K+] (potassium carbonate). The reagents and catalysts are C=1C=CC(=CC1)[P](C=2C=CC=CC2)(C=3C=CC=CC3)[Pd]([P](C=4C=CC=CC4)(C=5C=CC=CC5)C=6C=CC=CC6)([P](C=7C=CC=CC7)(C=8C=CC=CC8)C=9C=CC=CC9)[P](C=1C=CC=CC1)(C=1C=CC=CC1)C=1C=CC=CC1 (Tetrakis). Solvent: O1CCOCC1 (dioxane), O (water). Run at temperature 90 celsius, time 16 hour. Product: N1N=CC(=C1)C=1C=C(C=CC1)[C@@H](C)NC(OC(C)(C)C)=O ((R)-tert-Butyl 1-(3-(1H-pyrazol-4-yl)phenyl)ethylcarbamate). Isolated yield 74.6%. As a reaction SMILES: Br[C:2]1[CH:3]=[C:4]([C@H:8]([NH:10][C:11](=[O:17])[O:12][C:13]([CH3:16])([CH3:15])[CH3:14])[CH3:9])[CH:5]=[CH:6][CH:7]=1.CC1(C)C(C)(C)OB([C:26]2[CH:27]=[N:28][N:29](C(OC(C)(C)C)=O)[CH:30]=2)O1.C(=O)([O-])[O-].[K+].[K+].[OH-].[Na+]>O1CCOCC1.C1C=CC([P]([Pd]([P](C2C=CC=CC=2)(C2C=CC=CC=2)C2C=CC=CC=2)([P](C2C=CC=CC=2)(C2C=CC=CC=2)C2C=CC=CC=2)[P](C2C=CC=CC=2)(C2C=CC=CC=2)C2C=CC=CC=2)(C2C=CC=CC=2)C2C=CC=CC=2)=CC=1.O>[NH:28]1[CH:27]=[C:26]([C:2]2[CH:3]=[C:4]([C@H:8]([NH:10][C:11](=[O:17])[O:12][C:13]([CH3:16])([CH3:15])[CH3:14])[CH3:9])[CH:5]=[CH:6][CH:7]=2)[CH:30]=[N:29]1 |f:2.3.4,5.6,^1:56,58,77,96|. Procedure details: To a degassed solution of Intermediate 11A (3.00 g, 9.99 mmol), tert-butyl 4-(4,4,5,5-tetramethyl-1,3,2-dioxaborolan-2-yl)-1H-pyrazole-1-carboxylate (4.410 g, 14.99 mmol) and potassium carbonate (4.14 g, 30.0 mmol) in dioxane (20 mL)/water (8 mL) was added Tetrakis (0.577 g, 0.500 mmol). The vial was purged with argon, sealed and stirred at 90° C. for 16 h. Another 20% of tetrakis and boronic ester were added and the reaction mixture was degassed and heated at 90° C. for 24 h. The reaction was c... Starting materials: N1C=CC2=C(C=CC=C12)C=CC1=CC=C(C=C1)O (4-[(1H-indol-4-yl)-ethenyl]-phenol), C([O-])([O-])=O.[K+].[K+] (potassium carbonate), C(Cl)C1CO1 (epichlorhydrin), C(Cl)C1CO1 (epichlorhydrin). Run in CC(=O)C (acetone). Conditions: time 5 hour. The product is O1C(C1)COC1=CC=C(C=C1)C=CC1=C2C=CNC2=CC=C1 (4-[2-[4-[(2-oxiranyl)-methoxy]-phenyl]-ethenyl]-1H-indole). As a reaction SMILES: [NH:1]1[C:9]2[C:4](=[C:5]([CH:10]=[CH:11][C:12]3[CH:17]=[CH:16][C:15]([OH:18])=[CH:14][CH:13]=3)[CH:6]=[CH:7][CH:8]=2)[CH:3]=[CH:2]1.C(=O)([O-])[O-].[K+].[K+].[CH2:25]([CH:27]1[O:29][CH2:28]1)Cl>CC(C)=O>[O:29]1[CH2:28][CH:27]1[CH2:25][O:18][C:15]1[CH:14]=[CH:13][C:12]([CH:11]=[CH:10][C:5]2[CH:6]=[CH:7][CH:8]=[C:9]3[C:4]=2[CH:3]=[CH:2][NH:1]3)=[CH:17][CH:16]=1 |f:1.2.3|. Procedure: A mixture of 5.8 g of the product of Step A, 120 ml of acetone, 3.6 g of potassium carbonate and 9.6 ml of epichlorhydrin was refluxed for 24 hours with stirring under an inert atmosphere. Then, 9.6 ml of epichlorhydrin were added and reflux was continued for 5 hours. After filtering, the solvent was evaporated under reduced pressure at 60° C., and the fractions with Rf=0.35 were recovered by chromatography on silica (eluent:methylene chloride) to obtain 5.25 g of 4-[2-[4-[(2-oxiranyl)-methoxy]-... The reactants are C1(CCCCC1)NC1CCCCC1 (dicyclohexylamine), C1(CCCCC1)NC1CCCCC1 (dicyclohexylamine), C(C)(C)(C)OC(=O)N[C@H](CCSC)C(=O)O (N-t-butyloxycarbonyl D-methionine). Run in C(C)(=O)OCC (ethyl acetate). The product is C1(CCCCC1)NC1CCCCC1.C(C)(C)(C)OC(=O)N[C@H](CCSC)C(=O)O (N-t-butyloxycarbonyl D-methionine dicyclohexylamine salt). RXN SMILES: [CH:1]1([NH:7][CH:8]2[CH2:13][CH2:12][CH2:11][CH2:10][CH2:9]2)[CH2:6][CH2:5][CH2:4][CH2:3][CH2:2]1.[C:14]([O:18][C:19]([NH:21][C@@H:22]([C:27]([OH:29])=[O:28])[CH2:23][CH2:24][S:25][CH3:26])=[O:20])([CH3:17])([CH3:16])[CH3:15]>C(OCC)(=O)C>[CH:8]1([NH:7][CH:1]2[CH2:2][CH2:3][CH2:4][CH2:5][CH2:6]2)[CH2:9][CH2:10][CH2:11][CH2:12][CH2:13]1.[C:14]([O:18][C:19]([NH:21][C@@H:22]([C:27]([OH:29])=[O:28])[CH2:23][CH2:24][S:25][CH3:26])=[O:20])([CH3:17])([CH3:15])[CH3:16] |f:3.4|. Reported procedure: With stirring 146 ml. of dicyclohexylamine were slowly added in portions to the ethyl acetate solution. The dicyclohexylamine salt of N-t-butyloxycarbonyl D-methionine began to crystallize during the addition of the amine. After addition of the amine was completed, approximately 400 ml. of petroleum ether were added to the crystallization mixture which was cooled in an ice bath for approximately 2 hours to complete crystallization. The product was filtered and washed on the filter with cold petr... The reactants are ClB(Cl)Cl, CCOC(C)=O, COc1ccc(Oc2c(Cl)cc(-n3ncc(=O)[nH]c3=O)cc2Cl)cc1C=O, ClCCl. Product: O=Cc1cc(Oc2c(Cl)cc(-n3ncc(=O)[nH]c3=O)cc2Cl)ccc1O. As a reaction SMILES: [B:28]([Cl:29])([Cl:30])[Cl:31].[CH3:32][CH2:33][O:34][C:35](=[O:36])[CH3:37].[Cl:1][c:2]1[cH:3][c:4](-[n:20]2[n:21][cH:22][c:23](=[O:27])[nH:24][c:25]2=[O:26])[cH:5][c:6]([Cl:19])[c:7]1[O:8][c:9]1[cH:10][c:11]([CH:17]=[O:18])[c:12]([O:15][CH3:16])[cH:13][cH:14]1.[Cl:38][CH2:39][Cl:40]>>[Cl:1][c:2]1[cH:3][c:4](-[n:20]2[n:21][cH:22][c:23](=[O:27])[nH:24][c:25]2=[O:26])[cH:5][c:6]([Cl:19])[c:7]1[O:8][c:9]1[cH:10][c:11]([CH:17]=[O:18])[c:12]([OH:15])[cH:13][cH:14]1. Reactants: C(C)OC1=C(C=NC2=CC=C(C=C12)\C=C/1\C(N=C(S1)SC)=O)C#N (4-ethoxy-6-[2-methylsulfanyl-4-oxo-4H-thiazol-(5Z)-ylidenemethyl]-quinoline-3-carbonitrile), N1=C(C=CC=C1)CN ((pyridin-2-ylmethyl)-amine), CCN(C(C)C)C(C)C (DIEA). Product: C(C)OC1=C(C=NC2=CC=C(C=C12)\C=C/1\C(N=C(S1)NCC1=NC=CC=C1)=O)C#N (4-ethoxy-6-[4-oxo-2-[(pyridin-2-ylmethyl)-amino]-4H-thiazol-(5Z)-ylidenemethyl]-quinoline-3-carbonitrile). RXN SMILES: [CH2:1]([O:3][C:4]1[C:13]2[C:8](=[CH:9][CH:10]=[C:11](/[CH:14]=[C:15]3/[C:16](=[O:22])[N:17]=[C:18](SC)[S:19]/3)[CH:12]=2)[N:7]=[CH:6][C:5]=1[C:23]#[N:24])[CH3:2].[N:25]1[CH:30]=[CH:29][CH:28]=[CH:27][C:26]=1[CH2:31][NH2:32].CCN(C(C)C)C(C)C>>[CH2:1]([O:3][C:4]1[C:13]2[C:8](=[CH:9][CH:10]=[C:11](/[CH:14]=[C:15]3/[C:16](=[O:22])[N:17]=[C:18]([NH:32][CH2:31][C:26]4[CH:27]=[CH:28][CH:29]=[CH:30][N:25]=4)[S:19]/3)[CH:12]=2)[N:7]=[CH:6][C:5]=1[C:23]#[N:24])[CH3:2]. Reported procedure: Similar procedure as described in example 14h was used, starting from 4-ethoxy-6-[2-methylsulfanyl-4-oxo-4H-thiazol-(5Z)-ylidenemethyl]-quinoline-3-carbonitrile (example 14g), (pyridin-2-ylmethyl)-amine and DIEA to give 4-ethoxy-6-[4-oxo-2-[(pyridin-2-ylmethyl)-amino]-4H-thiazol-(5Z)-ylidenemethyl]-quinoline-3-carbonitrile. LC-MS m/e 416 (MH+).